Dataset: the Open Reaction Database (ORD), a public repository of structured organic reaction records. Task: describe an organic reaction: reactants, conditions, products, and yield The reactants are C(C)C1=CC=C(C=C1)C1CC(CN(C1)C(=O)N1CCOCC1)C(=O)O (5-(4-Ethylphenyl)-1-(morpholin-4-ylcarbonyl)piperidine-3-carboxylic acid), ClC1=CC=C(C=C1)CC(N)=NO (2-(4-chlorophenyl)-N′-hydroxyethanimidamide). Product: ClC1=CC=C(CC2=NOC(=N2)C2CN(CC(C2)C2=CC=C(C=C2)CC)C(=O)N2CCOCC2)C=C1 (4-({3-[3-(4-Chlorobenzyl)-1,2,4-oxadiazol-5-yl]-5-(4-ethylphenyl)piperidin-1-yl}carbonyl)-morpholine). Reaction SMILES: [CH2:1]([C:3]1[CH:8]=[CH:7][C:6]([CH:9]2[CH2:14][N:13]([C:15]([N:17]3[CH2:22][CH2:21][O:20][CH2:19][CH2:18]3)=[O:16])[CH2:12][CH:11]([C:23]([OH:25])=O)[CH2:10]2)=[CH:5][CH:4]=1)[CH3:2].[Cl:26][C:27]1[CH:32]=[CH:31][C:30]([CH2:33][C:34](=[N:36]O)[NH2:35])=[CH:29][CH:28]=1>>[Cl:26][C:27]1[CH:28]=[CH:29][C:30]([CH2:33][C:34]2[N:35]=[C:23]([CH:11]3[CH2:10][CH:9]([C:6]4[CH:7]=[CH:8][C:3]([CH2:1][CH3:2])=[CH:4][CH:5]=4)[CH2:14][N:13]([C:15]([N:17]4[CH2:18][CH2:19][O:20][CH2:21][CH2:22]4)=[O:16])[CH2:12]3)[O:25][N:36]=2)=[CH:31][CH:32]=1. Reported procedure: 69 mg (0.20 mmol) of 5-(4-ethylphenyl)-1-(morpholin-4-ylcarbonyl)piperidine-3-carboxylic acid (Example 38A) and 41 mg (0.22 mmol, 1.1 eq.) of 2-(4-chlorophenyl)-N′-hydroxyethanimidamide were reacted according to the General Method 1. Yield: 62 mg (63% of theory)